Dataset: the Open Reaction Database (ORD), a public repository of structured organic reaction records. Task: describe an organic reaction: reactants, conditions, products, and yield Reactants: C([O-])([O-])=O.[Na+].[Na+] (sodium carbonate), [1,1′-bis(diphenylphosphino)ferrocene]dichloropalladium(II)dichloromethane, BrC=1C(=CC2=C(OCC(N2C)=O)N1)C1=CC=CC=C1 (6-bromo-1-methyl-7-phenyl-1H-pyrido[2,3-b][1,4]oxazin-2(3H)-one), C(C)(C)(C)OC(NC1(CC1)C1=CC=C(C=C1)B1OC(C(O1)(C)C)(C)C)=O (tert-butyl(1-(4-(4,4,5,5-tetramethyl-1,3,2-dioxaborolan-2-yl)phenyl)cyclopropyl)carbamate). The solvent is [Cl-].[Na+].O (brine), O1CCOCC1 (1,4-dioxane), O (water). Isolated yield 101.8%. Procedure details: In a 15 mL reaction tube was added 6-bromo-1-methyl-7-phenyl-1H-pyrido[2,3-b][1,4]oxazin-2(3H)-one (40 mg, 0.125 mmol) and tert-butyl(1-(4-(4,4,5,5-tetramethyl-1,3,2-dioxaborolan-2-yl)phenyl)cyclopropyl)carbamate (54 mg, 0.150 mmol) in 1,4-dioxane (1 ml), followed by a solution of sodium carbonate (40 mg, 0.3 mmol) in water (0.25 ml) to give a white suspension. This was degassed by bubbling nitrogen for 10 minutes, followed by the addition of [1,1′-bis(diphenylphosphino)ferrocene]dichloropalladi... Reaction conditions: temperature 80 celsius. RXN SMILES: Br[C:2]1[C:3]([C:14]2[CH:19]=[CH:18][CH:17]=[CH:16][CH:15]=2)=[CH:4][C:5]2[N:10]([CH3:11])[C:9](=[O:12])[CH2:8][O:7][C:6]=2[N:13]=1.[C:20]([O:24][C:25](=[O:45])[NH:26][C:27]1([C:30]2[CH:35]=[CH:34][C:33](B3OC(C)(C)C(C)(C)O3)=[CH:32][CH:31]=2)[CH2:29][CH2:28]1)([CH3:23])([CH3:22])[CH3:21].C(=O)([O-])[O-].[Na+].[Na+]>O1CCOCC1.O.[Cl-].[Na+].O>[C:20]([O:24][C:25](=[O:45])[NH:26][C:27]1([C:30]2[CH:31]=[CH:32][C:33]([C:2]3[C:3]([C:14]4[CH:19]=[CH:18][CH:17]=[CH:16][CH:15]=4)=[CH:4][C:5]4[N:10]([CH3:11])[C:9](=[O:12])[CH2:8][O:7][C:6]=4[N:13]=3)=[CH:34][CH:35]=2)[CH2:28][CH2:29]1)([CH3:23])([CH3:21])[CH3:22] |f:2.3.4,7.8.9|. The product is C(C)(C)(C)OC(NC1(CC1)C1=CC=C(C=C1)C=1C(=CC2=C(OCC(N2C)=O)N1)C1=CC=CC=C1)=O (tert-butyl(1-(4-(1-methyl-2-oxo-7-phenyl-2,3-dihydro-1H-pyrido[2,3-b][1,4]oxazin-6-yl)phenyl)cyclopropyl)carbamate). Reactants: COCOC1=CC=C(C(C2=CC=C(C=C2)OCOC)O)C=C1 (4,4'-bis(methoxymethoxy)benzhydrol), N1C(=CC2=CC=CC=C12)C(=O)OCC (ethyl indole-2-carboxylate). Yields the product COCOC1=CC=C(C=C1)C(C1=C(NC2=CC=CC=C12)C(=O)OCC)C1=CC=C(C=C1)OCOC (Ethyl 3-{bis[4-(methoxymethoxy)phenyl]methyl}-indole-2-carboxylate). Yield: 82.5%. As a reaction SMILES: [CH3:1][O:2][CH2:3][O:4][C:5]1[CH:22]=[CH:21][C:8]([CH:9](O)[C:10]2[CH:15]=[CH:14][C:13]([O:16][CH2:17][O:18][CH3:19])=[CH:12][CH:11]=2)=[CH:7][CH:6]=1.[NH:23]1[C:31]2[C:26](=[CH:27][CH:28]=[CH:29][CH:30]=2)[CH:25]=[C:24]1[C:32]([O:34][CH2:35][CH3:36])=[O:33]>>[CH3:1][O:2][CH2:3][O:4][C:5]1[CH:22]=[CH:21][C:8]([CH:9]([C:10]2[CH:15]=[CH:14][C:13]([O:16][CH2:17][O:18][CH3:19])=[CH:12][CH:11]=2)[C:25]2[C:26]3[C:31](=[CH:30][CH:29]=[CH:28][CH:27]=3)[NH:23][C:24]=2[C:32]([O:34][CH2:35][CH3:36])=[O:33])=[CH:7][CH:6]=1. Procedure details: Substantially the same procedure as in Example 1 was repeated using 4,4'-bis(methoxymethoxy)benzhydrol (6.22 g, 32.9 mmol) and ethyl indole-2-carboxylate (10.0 g, 32.9 mmol) to give 12.9 g (yield: 89%) of the title compound.